From a dataset of the Open Reaction Database (ORD), a public repository of structured organic reaction records. describe an organic reaction: reactants, conditions, products, and yield The reactants are Cc1nc2cccc3n(CCCCN4C(=O)c5ccccc5C4=O)c(=O)c1n23, CCO, NN, O, O. Product: Cc1nc2cccc3n(CCCCN)c(=O)c1n23. As a reaction SMILES: [CH3:1][c:2]1[n:3][c:4]2[n:5]3[c:6]1[c:7](=[O:28])[n:8]([CH2:13][CH2:14][CH2:15][CH2:16][N:17]1[C:18](=[O:19])[c:20]4[cH:21][cH:22][cH:23][cH:24][c:25]4[C:26]1=[O:27])[c:9]3[cH:10][cH:11][cH:12]2.[CH3:33][CH2:34][OH:35].[NH2:30][NH2:31].[OH2:29].[OH2:32]>>[CH3:1][c:2]1[n:3][c:4]2[n:5]3[c:6]1[c:7](=[O:28])[n:8]([CH2:13][CH2:14][CH2:15][CH2:16][NH2:17])[c:9]3[cH:10][cH:11][cH:12]2.